Dataset: the Open Reaction Database (ORD), a public repository of structured organic reaction records. Task: describe an organic reaction: reactants, conditions, products, and yield Starting materials: C(C)OC(=O)CCCN1C(=NC2=C1C=CC(=C2)NS(=O)(=O)C=2C=CC=C1C=CC=NC21)COC2=CC=C(C=C2)C#N (1-(3-ethoxycarbonylpropyl)-2-[(4-cyanophenyl)-oxymethyl]-5-(quinoline-8-sulphonylamino)-benzimidazole), Cl (hydrochloric acid), C([O-])([O-])=O.[NH4+].[NH4+] (ammonium carbonate). Solvent: C(C)O (ethanol). The product is C(C)OC(=O)CCCN1C(=NC2=C1C=CC(=C2)NS(=O)(=O)C=2C=CC=C1C=CC=NC21)COC2=CC=C(C=C2)C(N)=N (1-(3-ethoxycarbonylpropyl)-2-[(4-amidinophenyl)-oxymethyl]-5-(quinoline-8-sulphonylamino)-benzimidazole). Reaction SMILES: [CH2:1]([O:3][C:4]([CH2:6][CH2:7][CH2:8][N:9]1[C:13]2[CH:14]=[CH:15][C:16]([NH:18][S:19]([C:22]3[CH:23]=[CH:24][CH:25]=[C:26]4[C:31]=3[N:30]=[CH:29][CH:28]=[CH:27]4)(=[O:21])=[O:20])=[CH:17][C:12]=2[N:11]=[C:10]1[CH2:32][O:33][C:34]1[CH:39]=[CH:38][C:37]([C:40]#[N:41])=[CH:36][CH:35]=1)=[O:5])[CH3:2].Cl.C(=O)([O-])[O-].[NH4+:47].[NH4+]>C(O)C>[CH2:1]([O:3][C:4]([CH2:6][CH2:7][CH2:8][N:9]1[C:13]2[CH:14]=[CH:15][C:16]([NH:18][S:19]([C:22]3[CH:23]=[CH:24][CH:25]=[C:26]4[C:31]=3[N:30]=[CH:29][CH:28]=[CH:27]4)(=[O:21])=[O:20])=[CH:17][C:12]=2[N:11]=[C:10]1[CH2:32][O:33][C:34]1[CH:39]=[CH:38][C:37]([C:40](=[NH:47])[NH2:41])=[CH:36][CH:35]=1)=[O:5])[CH3:2] |f:2.3.4|. Procedure: Prepared analogously to Example 1e from 1-(3-ethoxycarbonylpropyl)-2-[(4-cyanophenyl)-oxymethyl]-5-(quinoline-8-sulphonylamino)-benzimidazole and ethanolic hydrochloric acid, ethanol and ammonium carbonate. Starting materials: COC(CC(CCCC)=O)=O (methyl-3-oxoheptanoate), CNC (dimethylamine), C(C)O (ethanol). Conditions: temperature 100 celsius, time 24 hour. Yields the product CN(C(CC(CCCC)=O)=O)C (N,N-dimethyl-3-oxoheptaneamide). Reaction SMILES: C[O:2][C:3](=O)[CH2:4][C:5](=[O:10])[CH2:6][CH2:7][CH2:8][CH3:9].[CH3:12][NH:13][CH3:14].C(O)C>>[CH3:12][N:13]([CH3:14])[C:3](=[O:2])[CH2:4][C:5](=[O:10])[CH2:6][CH2:7][CH2:8][CH3:9]. Procedure details: 0.632 mol (100 ml) methyl-3-oxoheptanoate (3-oxo-heptanoic acid methylester) and 227 ml 33% dimethylamine solution in ethanol (approx. 1.26 mol dimethylamine) was stirred for 4 hours at 110° C. in a pressure reactor. After cooling off, the solvents were distilled off on a rotavap, the raw product was taken up in 40 ml water, 30 ml 32% HCl and 40 ml ethanol and stirred for 24 hours at 100° C. The mixture was again concentrated to dryness by evaporation, taken up again in 300 ml acetic ester and f... The reactants are CCO, [H][H], ON=C1C2CC3CC1CC(O)(C3)C2. Product: NC1C2CC3CC1CC(O)(C3)C2. RXN SMILES: [CH3:16][CH2:17][OH:18].[H:14][H:15].[OH:1][C:2]12[CH2:3][CH:4]3[C:5](=[N:12][OH:13])[CH:6]([CH2:7][CH:8]([CH2:9]1)[CH2:10]3)[CH2:11]2>>[OH:1][C:2]12[CH2:3][CH:4]3[CH:5]([NH2:12])[CH:6]([CH2:7][CH:8]([CH2:9]1)[CH2:10]3)[CH2:11]2. Starting materials: IC1=CSC=C1 (3-iodo-thiophene), COC(C1=CC(=CC=C1)CN(C(C#CC1=CC=CC=C1)=O)C1=CC=CC=C1)=O (3-{[phenyl-(3-phenyl propynoyl)-amino]-methyl}-benzoic acid methyl ester). The product is COC(C1=CC(=CC=C1)CN1C(/C(/C2=CC=CC=C12)=C(/C1=CSC=C1)\C1=CC=CC=C1)=O)=O (3-{2-Oxo-3-[1-phenyl-1-thiophen-3-yl-meth-(E)-ylidene]-2,3-dihydro-indol-1-ylmethyl}-benzoic acid methyl ester). Reaction SMILES: I[C:2]1[CH:6]=[CH:5][S:4][CH:3]=1.[CH3:7][O:8][C:9](=[O:34])[C:10]1[CH:15]=[CH:14][CH:13]=[C:12]([CH2:16][N:17]([C:28]2[CH:33]=[CH:32][CH:31]=[CH:30][CH:29]=2)[C:18](=[O:27])[C:19]#[C:20][C:21]2[CH:26]=[CH:25][CH:24]=[CH:23][CH:22]=2)[CH:11]=1>>[CH3:7][O:8][C:9](=[O:34])[C:10]1[CH:15]=[CH:14][CH:13]=[C:12]([CH2:16][N:17]2[C:28]3[C:33](=[CH:32][CH:31]=[CH:30][CH:29]=3)/[C:19](=[C:20](/[C:21]3[CH:22]=[CH:23][CH:24]=[CH:25][CH:26]=3)\[C:2]3[CH:6]=[CH:5][S:4][CH:3]=3)/[C:18]2=[O:27])[CH:11]=1. Procedure: The title compound was prepared in analogy to Example 5 starting from 3-iodo-thiophene (commercially available) and 3-{[phenyl-(3-phenyl propynoyl)-amino]-methyl}-benzoic acid methyl ester. 1H NMR (300 Hz, CDCl3): δppm 3.91 (s, 3H), 4.96 (s, 2H), 6.65 (d, 1H), 6.76-6.82 (m, 2H), 7.06-7.11 (m, 2H), 7.33-7.43 (m, 8H), 7.50 (d, 1H), 7.92 (d, 1H), 8.01 (s, 1H). The reactants are C(C)OC(=O)C1=CC(=NO1)C1=CC(=CC=C1)N (3-(3-amino-phenyl)-isoxazole-5-carboxylic acid ethyl ester), ClC=1SC2=C(N1)C=CC(=C2)F (2-chloro-6-fluoro-benzothiazole). The product is C(C)OC(=O)C1=CC(=NO1)C1=CC(=CC=C1)NC=1SC2=C(N1)C=CC(=C2)F (3-[3-(6-Fluoro-benzothiazol-2-ylamino)-phenyl]-isoxazole-5-carboxylic acid ethyl ester). As a reaction SMILES: [CH2:1]([O:3][C:4]([C:6]1[O:10][N:9]=[C:8]([C:11]2[CH:16]=[CH:15][CH:14]=[C:13]([NH2:17])[CH:12]=2)[CH:7]=1)=[O:5])[CH3:2].Cl[C:19]1[S:20][C:21]2[CH:27]=[C:26]([F:28])[CH:25]=[CH:24][C:22]=2[N:23]=1>>[CH2:1]([O:3][C:4]([C:6]1[O:10][N:9]=[C:8]([C:11]2[CH:16]=[CH:15][CH:14]=[C:13]([NH:17][C:19]3[S:20][C:21]4[CH:27]=[C:26]([F:28])[CH:25]=[CH:24][C:22]=4[N:23]=3)[CH:12]=2)[CH:7]=1)=[O:5])[CH3:2]. Reported procedure: The title compound was prepared by reacting 3-(3-amino-phenyl)-isoxazole-5-carboxylic acid ethyl ester with 2-chloro-6-fluoro-benzothiazole as described in Example 1, step 3. The solid was separated, filtered, washed with EtOH and dried to give the title compound in 90% yield. Mass (ES+), 384 (M++1); IR (KBr): 3423 (br), 2666 (br), 1723, 1629, 1598; 1H NMR (DMSO-d6) δ: 1.33 (t, 3H), 4.39 (q, 2H), 7.15 (m, 1H), 7.52 (m, 1H), 7.61 (m, 2H), 7.82 (s, 1H), 7.74 (m, 1H), 7.97 (m, 1H), 8.34 (m, 1H), 10...